Task: describe an organic reaction: reactants, conditions, products, and yield. Dataset: the Open Reaction Database (ORD), a public repository of structured organic reaction records The reactants are O=C([O-])[O-], CCOCC, CN(C)C=O, Sc1ccc(Cl)cc1, COc1cccnc1C(O)c1cc(F)ccc1F, [K+], [K+], O=S(Cl)Cl. Yields the product COc1cccnc1C(Sc1ccc(Cl)cc1)c1cc(F)ccc1F. As a reaction SMILES: [C:27](=[O:28])([O-:29])[O-:30].[CH3:33][CH2:34][O:35][CH2:36][CH3:37].[CH3:42][N:43]([CH3:44])[CH:45]=[O:46].[Cl:19][c:20]1[cH:21][cH:22][c:23]([SH:26])[cH:24][cH:25]1.[F:1][c:2]1[c:3]([CH:9]([c:10]2[n:11][cH:12][cH:13][cH:14][c:15]2[O:16][CH3:17])[OH:18])[cH:4][c:5]([F:8])[cH:6][cH:7]1.[K+:31].[K+:32].[S:38]([Cl:39])([Cl:40])=[O:41]>>[F:1][c:2]1[c:3]([CH:9]([c:10]2[n:11][cH:12][cH:13][cH:14][c:15]2[O:16][CH3:17])[S:26][c:23]2[cH:22][cH:21][c:20]([Cl:19])[cH:25][cH:24]2)[cH:4][c:5]([F:8])[cH:6][cH:7]1. The reactants are CC1(OC2=C(C1)C(=C(C(=C2C)C)C=CC(C)=O)C)C (4-(2,3-dihydro-2,2,4,6,7-pentamethylbenzofuran-5- yl)-3-buten-2-one), aqueous solution, [OH-].[Na+] (sodium hydroxide), [Na] (sodium), C(CC(=O)OCC)(=O)OCC (diethyl malonate). The solvent is CO (methanol), CO (methanol). Reaction conditions: time 20 minute. The product is CC1(OC2=C(C1)C(=C(C(=C2C)C)C2CC(CC(C2)=O)=O)C)C (5-(2,3-dihydro-2,2,4,6,7-pentamethylbenzofuran-5-yl)cyclohexane-1,3-dione). Reaction SMILES: [Na].C(OCC)(=O)[CH2:3][C:4](OCC)=[O:5].[CH3:13][C:14]1([CH3:31])[CH2:18][C:17]2[C:19]([CH3:30])=[C:20]([CH:25]=[CH:26][C:27](=[O:29])[CH3:28])[C:21]([CH3:24])=[C:22]([CH3:23])[C:16]=2[O:15]1.[OH-].[Na+]>CO>[CH3:13][C:14]1([CH3:31])[CH2:18][C:17]2[C:19]([CH3:30])=[C:20]([CH:25]3[CH2:3][C:4](=[O:5])[CH2:28][C:27](=[O:29])[CH2:26]3)[C:21]([CH3:24])=[C:22]([CH3:23])[C:16]=2[O:15]1 |f:3.4,^1:0|. Reported procedure: To a solution of 0.86 g of sodium in 37 ml of absolute methanol was added 5.6 ml of diethyl malonate. After stirring for 20 minutes, the mixture was added 8 g of the 4-(2,3-dihydro-2,2,4,6,7-pentamethylbenzofuran-5- yl)-3-buten-2-one in 15 ml of absolute methanol, refluxed for 4 hours and then added 75 g of 6% aqueous solution of sodium hydroxide and refluxed for 4 hours. The reaction mixture was cooled to room temperature and washed three times with 50 ml of diethyl ether. 2N aqueous solution o... Starting materials: ClC1=CCC(CC1)C(=O)OC (1-chloro-4-carbomethoxy cyclohexene), ClC1=CCCC(C1)C(=O)OC (1-chloro-5-carbomethoxy cyclohexene), 200, [Cl-].[Al+3].[Cl-].[Cl-] (aluminum chloride), C(C=C)(=O)OC (methyl acrylate), C=CC(=C)Cl (chloroprene), C(C=C)(=O)OC (methyl acrylate), Cl (HCl). Solvent: C(Cl)Cl (methylene chloride). Reaction conditions: temperature 22 celsius, time 1.5 hour. The product is ClC1CCC(CC1)C(=O)OC (1-chloro-4-carbomethoxy cyclohexane). Reaction SMILES: [Cl-].[Al+3].[Cl-].[Cl-].C(OC)(=O)C=C.C=CC(Cl)=C.Cl.[Cl:17][C:18]1[CH2:23][CH2:22][CH:21]([C:24]([O:26][CH3:27])=[O:25])[CH2:20][CH:19]=1.ClC1CC(C(OC)=O)CCC=1>C(Cl)Cl>[Cl:17][CH:18]1[CH2:19][CH2:20][CH:21]([C:24]([O:26][CH3:27])=[O:25])[CH2:22][CH2:23]1 |f:0.1.2.3|. Procedure: A mixture of 200 parts of anhydrous aluminum chloride in 2000 parts of methylene chloride was maintained under an atmosphere of nitroge while 129 parts of methyl acrylate was added over a period of about 0.5 hours. With the addition of the methyl acrylate, the temperature of the mixture rose exothermically to about 34° C. The mixture was cooled to about 22° C. and 132.8 parts of freshly prepared chloroprene was added slowly, with stirring over a period of about 1.5 hours. During the addition, th... Procedure: A solution of 3H-Benzofuran-2-one (4.02 g, 30 mmol) dissolved in THF (15 mL) was added cautiously to a suspension of NaH (95% dry, 1.58 g, 66 mmol) in DMF (60 mL) and THF (30 mL) under a nitrogen atmosphere, at 0° C. The mixture was stirred until gas evolution ceased, then MeI (5.6 mL, 90 mmol) was added slowly to avoid boiling over. After MeI addition was complete the reaction further stirred 1 h at room temperature then quenched by carefully pouring onto a mixture of HCl (1N) and ice. The resu... Isolated yield 65.0%. The solvent is C1CCOC1 (THF), C1CCOC1 (THF). Product: CC1(C(OC2=C1C=CC=C2)=O)C (3,3-Dimethyl-3H-benzofuran-2-one). As a reaction SMILES: [O:1]1[C:5]2[CH:6]=[CH:7][CH:8]=[CH:9][C:4]=2[CH2:3][C:2]1=O.[H-].[Na+].[CH3:13]I.CN([CH:18]=[O:19])C>C1COCC1>[CH3:2][C:3]1([CH3:13])[C:4]2[CH:9]=[CH:8][CH:7]=[CH:6][C:5]=2[O:1][C:18]1=[O:19] |f:1.2|. The reactants are [H-].[Na+] (NaH), CN(C)C=O (DMF), O1C(CC2=C1C=CC=C2)=O (3H-Benzofuran-2-one), CI (MeI), CI (MeI). Starting materials: C(C=C)Br (allyl bromide), C(C(C)=C)Cl (methallyl chloride), O.[Na+].OC1=CC=C(C(C(=O)[O-])O)C=C1 (4-hydroxymandelic acid sodium salt monohydrate), [OH-].[K+] (potassium hydroxide), [I-].[Na+] (sodium iodide). Run in CO (methanol). Product: 4-allyloxymandelic acids, C(C=C)OC1=CC=C(C(C(=O)O)O)C=C1 (4-allyloxymandelic acid), C(C(C)=C)OC1=CC=C(C(C(=O)O)O)C=C1 (4-methallyloxymandelic acid). Isolated yield 70.0%. Reaction SMILES: O.[Na+].[OH:3][C:4]1[CH:14]=[CH:13][C:7]([CH:8]([OH:12])[C:9]([O-:11])=[O:10])=[CH:6][CH:5]=1.[OH-].[K+].[I-].[Na+].[CH2:19](Br)[CH:20]=[CH2:21].[CH2:23](Cl)[C:24](=[CH2:26])[CH3:25]>CO>[CH2:21]([O:3][C:4]1[CH:14]=[CH:13][C:7]([CH:8]([OH:12])[C:9]([OH:11])=[O:10])=[CH:6][CH:5]=1)[CH:20]=[CH2:19].[CH2:25]([O:3][C:4]1[CH:14]=[CH:13][C:7]([CH:8]([OH:12])[C:9]([OH:11])=[O:10])=[CH:6][CH:5]=1)[C:24](=[CH2:23])[CH3:26] |f:0.1.2,3.4,5.6|. Procedure details: 20.8 g (0.10 mol) of 4-hydroxymandelic acid sodium salt monohydrate and 6.6 g (0.10 mol) of potassium hydroxide are dissolved with 1.0 g (6.7 mmol) of sodium iodide in 75 ml of methanol. Then 0.12 mol of allyl bromide (methallyl chloride in the case of methallyl) is added and the reaction mixture is refluxed for 16 hours under nitrogen. The reaction mixture is concentrated on a vacuum rotary evaporator and the residue is acidified with concentrated hydrochloric acid. The product is extracted 3 t... Starting materials: ClC1=NC=CC(=N1)C(=O)OC(C)(C)C (2-Chloro-4-pyrimidinecarboxylic acid, (1,1-dimethylethyl) ester), C(C)C1=CC2=C(C(C3=C(C=C2)C=C(C=C3)C)C=3C(NC(NC3)=O)=O)C=C1 ((±)-5[-2-Ethyl-8-methyl-5H-dibenzo[a,d]cyclohepten-5-yl]-2,4(1H,3H)-pyrimidinedione). Yields the product C(C)C1=CC2=C(C(C3=C(C=C2)C=C(C=C3)C)C=3C(NC(N(C3)C3=NC=CC(=N3)C(=O)OC(C)(C)C)=O)=O)C=C1 ((±) 2-[5-{2-Ethyl-8-methyl-5H-dibenzo[a,d]cyclohepten-5-yl}-3,4-dihydro-2,4-dioxo-1(2H)-pyrimidinyl]-4-pyrimidinecarboxylic acid, (1,1-dimethylethyl) ester). Reaction SMILES: Cl[C:2]1[N:7]=[C:6]([C:8]([O:10][C:11]([CH3:14])([CH3:13])[CH3:12])=[O:9])[CH:5]=[CH:4][N:3]=1.[CH2:15]([C:17]1[CH:40]=[CH:39][C:20]2[CH:21]([C:31]3[C:32](=[O:38])[NH:33][C:34](=[O:37])[NH:35][CH:36]=3)[C:22]3[CH:29]=[CH:28][C:27]([CH3:30])=[CH:26][C:23]=3[CH:24]=[CH:25][C:19]=2[CH:18]=1)[CH3:16]>>[CH2:15]([C:17]1[CH:40]=[CH:39][C:20]2[CH:21]([C:31]3[C:32](=[O:38])[NH:33][C:34](=[O:37])[N:35]([C:2]4[N:7]=[C:6]([C:8]([O:10][C:11]([CH3:14])([CH3:13])[CH3:12])=[O:9])[CH:5]=[CH:4][N:3]=4)[CH:36]=3)[C:22]3[CH:29]=[CH:28][C:27]([CH3:30])=[CH:26][C:23]=3[CH:24]=[CH:25][C:19]=2[CH:18]=1)[CH3:16]. Reported procedure: The subtitle compound was prepared from the product of step (iii) and the product of example 15 step (vii) by the method of example 19 step (ii).